This data is from the Open Reaction Database (ORD), a public repository of structured organic reaction records. The task is: describe an organic reaction: reactants, conditions, products, and yield The reactants are NC1=C(C=C(C=C1)C1(CCCC1)C(=O)OCC)OCC1CC1 (ethyl 1-(4-amino-3-(cyclopropylmethoxy)phenyl)cyclopentanecarboxylate), C1CC(=O)N(C1=O)Br (NBS). The solvent is O (water), C(Cl)(Cl)(Cl)Cl (CCl4). The product is NC1=C(C=C(C=C1OCC1CC1)C1(CCCC1)C(=O)OCC)Br (ethyl 1-(4-amino-3-bromo-5-(cyclopropylmethoxy)phenyl)cyclopentanecarboxylate). The yield is 75.2%. Reaction SMILES: [NH2:1][C:2]1[CH:7]=[CH:6][C:5]([C:8]2([C:13]([O:15][CH2:16][CH3:17])=[O:14])[CH2:12][CH2:11][CH2:10][CH2:9]2)=[CH:4][C:3]=1[O:18][CH2:19][CH:20]1[CH2:22][CH2:21]1.C1C(=O)N([Br:30])C(=O)C1>C(Cl)(Cl)(Cl)Cl.O>[NH2:1][C:2]1[C:3]([O:18][CH2:19][CH:20]2[CH2:21][CH2:22]2)=[CH:4][C:5]([C:8]2([C:13]([O:15][CH2:16][CH3:17])=[O:14])[CH2:12][CH2:11][CH2:10][CH2:9]2)=[CH:6][C:7]=1[Br:30]. Procedure: To a stirred solution of ethyl 1-(4-amino-3-(cyclopropylmethoxy)phenyl)cyclopentanecarboxylate (1.2 g, 4.0 mmol) in dry CCl4 (60 mL), NBS (0.427 g, 3.2 mmol) was added at 0° C. The reaction mixture was allowed to stir for 3 at room temperature to complete the reaction. The reaction mixture was diluted with water, extracted with DCM (2×50 mL), the combined organic extracts were dried over Na2SO4, filtered and concentrated under reduced pressure. The crude reaction mixture was purified by column c... The reactants are Cl (hydrochloric acid), C(C)O (ethanol), C(C1=CC=CC=C1)OC(=O)NCCC1=CC=C(C=C1)OCCCN(CCCC)CCCC (N-benzyloxycarbonyl-2-[4-(3-dibutylaminopropyloxy)phenyl]ethylamine). The reagents and catalysts are [C].[Pd] (palladium-carbon). Solvent: O (water). Conditions: time 1.5 hour. Product: C(CCC)N(CCCOC1=CC=C(C=C1)CCN)CCCC (2-[4-(3-dibutylaminopropyloxy)phenyl]ethylamine). Isolated yield 85.2%. RXN SMILES: Cl.C(O)C.C(OC([NH:15][CH2:16][CH2:17][C:18]1[CH:23]=[CH:22][C:21]([O:24][CH2:25][CH2:26][CH2:27][N:28]([CH2:33][CH2:34][CH2:35][CH3:36])[CH2:29][CH2:30][CH2:31][CH3:32])=[CH:20][CH:19]=1)=O)C1C=CC=CC=1>O.[C].[Pd]>[CH2:33]([N:28]([CH2:29][CH2:30][CH2:31][CH3:32])[CH2:27][CH2:26][CH2:25][O:24][C:21]1[CH:22]=[CH:23][C:18]([CH2:17][CH2:16][NH2:15])=[CH:19][CH:20]=1)[CH2:34][CH2:35][CH3:36] |f:4.5|. Procedure details: Conc. hydrochloric acid (2.1 ml) and g of 10% palladium-carbon (Pd-C) were added to 100 ml of an ethanol solution containing 5.4 g of N-benzyloxycarbonyl-2-[4-(3-dibutylaminopropyloxy)phenyl]ethylamine. The mixture was subjected to catalytic reduction at normal temperature under normal pressure for 1.5 hours. After removing the catalyst by filtration, the filtrate was condensed and the residue was dissolved in water. The aqueous solution was washed with diethyl ether and made alkaline with potas... The reactants are O=S(=O)(c1nc[nH]n1)C(F)(F)Br, O=C(Cl)N1CCCC1, O, c1ccncc1. Product: O=C(N1CCCC1)n1cnc(S(=O)(=O)C(F)(F)Br)n1. RXN SMILES: [Br:1][C:2]([S:3](=[O:4])(=[O:5])[c:6]1[n:7][nH:8][cH:9][n:10]1)([F:11])[F:12].[N:13]1([C:18](=[O:19])[Cl:20])[CH2:14][CH2:15][CH2:16][CH2:17]1.[OH2:27].[cH:21]1[cH:22][cH:23][n:24][cH:25][cH:26]1>>[Br:1][C:2]([S:3](=[O:4])(=[O:5])[c:6]1[n:7][n:8]([C:18]([N:13]2[CH2:14][CH2:15][CH2:16][CH2:17]2)=[O:19])[cH:9][n:10]1)([F:11])[F:12]. Starting materials: Example III, SC(C(C)SC(C(C)O)C)C (3((2-mercapto-1-methylpropyl) thio)-2-butanol), threo-3-mercapto-2-butanol, cis-2,3-butane episulfide, C(C)NCC (diethyl amine). Run in CO (methanol). Conditions: time 8 hour. Product: SC(C(C)SCC(CC)O)C (((2-MERCAPTO-1-METHYL-PROPYL) THIO)-2-BUTANOL). Reaction SMILES: [CH2:1](NCC)C.[SH:6][CH:7]([CH3:16])[CH:8]([S:10][CH:11](C)[CH:12]([OH:14])[CH3:13])[CH3:9]>CO>[SH:6][CH:7]([CH3:16])[CH:8]([S:10][CH2:11][CH:12]([OH:14])[CH2:13][CH3:1])[CH3:9]. Reported procedure: To a refluxing mixture of methanol (30 cc) and diethyl amine (15 cc) at 59°C is added 0.8 grams of threo-3-mercapto-2-butanol produced according to Example II and 0.3 grams of cis-2,3-butane episulfide produced according to Example III (0.3 grams). The reaction mass is refluxed for a period of 5 hours at 59°-64°C, after which time it is allowed to remain at room temperature overnight. The reaction mass is then reheated to 61°C and allowed to remain at that temperature for a period of 3 hours aft...